This data is from the Open Reaction Database (ORD), a public repository of structured organic reaction records. The task is: describe an organic reaction: reactants, conditions, products, and yield Reactants: ClC1(C(NC2=CC=C(C=C12)Cl)=O)C1=C(C=CC=C1)OC (3,5-dichloro-3-(2-methoxyphenyl)-1,3-dihydro-2H-indol-2-one), C(C)NC([C@H]1NCC(C1)F)=O (N-ethyl-4-fluoro-L-prolinamide). The product is ClC=1C=C2C(C(NC2=CC1)=O)(C1=C(C=CC=C1)OC)N1[C@H](C(=O)NCC)CC(C1)F (1-[5-chloro-3-(2-methoxyphenyl)-2-oxo-2,3-dihydro-1H-indol-3-yl]-N-ethyl-4-fluoro-L-prolinamide). Reaction SMILES: Cl[C:2]1([C:13]2[CH:18]=[CH:17][CH:16]=[CH:15][C:14]=2[O:19][CH3:20])[C:10]2[C:5](=[CH:6][CH:7]=[C:8]([Cl:11])[CH:9]=2)[NH:4][C:3]1=[O:12].[CH2:21]([NH:23][C:24](=[O:31])[C@@H:25]1[CH2:29][CH:28]([F:30])[CH2:27][NH:26]1)[CH3:22]>>[Cl:11][C:8]1[CH:9]=[C:10]2[C:5](=[CH:6][CH:7]=1)[NH:4][C:3](=[O:12])[C:2]2([N:26]1[CH2:27][CH:28]([F:30])[CH2:29][C@H:25]1[C:24]([NH:23][CH2:21][CH3:22])=[O:31])[C:13]1[CH:18]=[CH:17][CH:16]=[CH:15][C:14]=1[O:19][CH3:20]. Reported procedure: With 1.02 g of 3,5-dichloro-3-(2-methoxyphenyl)-1,3-dihydro-2H-indol-2-one and 530 mg of the compound obtained in Step 11-4 as starting materials, respectively 708 mg (Isomer A: colorless amorphous) and 501 mg (Isomer B: colorless amorphous) of two species of diastereoisomers of the title compound were obtained by a similar method to Step 4-2. Starting materials: CC(CN(C1=CC(=NC(=N1)SC)NC=1C=C(C(=O)NC)C=CC1C)C)(C)C (3-{6-[(2,2-dimethyl-propyl)-methyl-amino]-2-methylsulfanyl-pyrimidin-4-ylamino}-4,N-dimethyl-benzamide), C([O-])(O)=O.[Na+] (sodium bicarbonate), BrBr (bromine), S(=O)(=O)([O-])[O-].[Mg+2] (magnesium sulfate). Run in C(Cl)Cl (methylene chloride), C(C)(=O)OCC (ethyl acetate). Run at time 30 minute. The product is BrC=1C(=NC(=NC1N(C)CC(C)(C)C)SC)NC=1C=C(C(=O)NC)C=CC1C (3-{5-Bromo-6-[(2,2-dimethyl-propyl)-methyl-amino]-2-methylsulfanyl-pyrimidin-4-ylamino}-4,N-dimethyl-benzamide). RXN SMILES: [CH3:1][C:2]([CH3:27])([CH3:26])[CH2:3][N:4]([CH3:25])[C:5]1[N:10]=[C:9]([S:11][CH3:12])[N:8]=[C:7]([NH:13][C:14]2[CH:15]=[C:16]([CH:21]=[CH:22][C:23]=2[CH3:24])[C:17]([NH:19][CH3:20])=[O:18])[CH:6]=1.C(=O)(O)[O-].[Na+].[Br:33]Br.S([O-])([O-])(=O)=O.[Mg+2]>C(Cl)Cl.C(OCC)(=O)C>[Br:33][C:6]1[C:7]([NH:13][C:14]2[CH:15]=[C:16]([CH:21]=[CH:22][C:23]=2[CH3:24])[C:17]([NH:19][CH3:20])=[O:18])=[N:8][C:9]([S:11][CH3:12])=[N:10][C:5]=1[N:4]([CH2:3][C:2]([CH3:27])([CH3:26])[CH3:1])[CH3:25] |f:1.2,4.5|. Reported procedure: To a solution of 3-{6-[(2,2-dimethyl-propyl)-methyl-amino]-2-methylsulfanyl-pyrimidin-4-ylamino}-4,N-dimethyl-benzamide (0.10 g) in methylene chloride (2 mL), was added sat. aq. sodium bicarbonate (0.05 mL) and bromine (0.013 mL). The resulting mixture was stirred at room temperature for 30 minutes, and ethyl acetate (30 mL) and magnesium sulfate (1 g) was added. After filtration and concentration, the residue was purified by silica gel column chromatography to afford the product (61.9 mg). MS (... The reactants are COC1=CC=C(C=C1)C1C(C(C2=CC=CC=C12)C1=CC=CC=C1)C(=O)OCC (ethyl(1RS,2SR,3SR)-1-(4-methoxyphenyl)-3-phenylindane-2-carboxylate), [OH-].[Na+] (NaOH), O (H2O). Solvent: CCO (EtOH). Yields the product COC1=CC=C(C=C1)C1C(C(C2=CC=CC=C12)C1=CC=CC=C1)C(=O)O ((1RS,2RS,3SR)-1-(4-Methoxyphenyl)-3-phenylindane-2-carboxylic acid). Yield: 83.4%. As a reaction SMILES: [CH3:1][O:2][C:3]1[CH:8]=[CH:7][C:6]([CH:9]2[C:17]3[C:12](=[CH:13][CH:14]=[CH:15][CH:16]=3)[CH:11]([C:18]3[CH:23]=[CH:22][CH:21]=[CH:20][CH:19]=3)[CH:10]2[C:24]([O:26]CC)=[O:25])=[CH:5][CH:4]=1.[OH-].[Na+].O>CCO>[CH3:1][O:2][C:3]1[CH:8]=[CH:7][C:6]([CH:9]2[C:17]3[C:12](=[CH:13][CH:14]=[CH:15][CH:16]=3)[CH:11]([C:18]3[CH:19]=[CH:20][CH:21]=[CH:22][CH:23]=3)[CH:10]2[C:24]([OH:26])=[O:25])=[CH:5][CH:4]=1 |f:1.2|. Procedure: To a solution of ethyl(1RS,2SR,3SR)-1-(4-methoxyphenyl)-3-phenylindane-2-carboxylate, (5.5 g, 14.8 mmol) in EtOH (70 ml) was added SM NaOH (9 ml, 45 mmol). The resulting mixture was stirred under an argon atmosphere for 1 d, at which time H2O (70 ml) was added. The mixture was concentrated under reduced pressure. The aqueous residue was extracted with Et2O, and the Et2O extracts were discarded. The aqueous phase was acidified with 6M HCl and extracted several times with EtOAc. The combined EtOAc... Starting materials: CCN(C(C)C)C(C)C (DIPEA), CCN=C=NCCCN(C)C (EDCI), C=1C=CC2=C(C1)N=NN2O (HOBT), N1=CC(=C2N1C=CC=N2)C(=O)O (Pyrazolo[1,5-a]pyrimidine-3-carboxylic acid), Cl.COC(=O)C=1C=C2[C@@H](CCC2=CC1)N ((3R)-3-amino-2,3-dihydro-1H-indene-5-carboxylic acid methyl ester hydrochloride). Procedure: Pyrazolo[1,5-a]pyrimidine-3-carboxylic acid (0.25 g, 1.533 mmol, 1 eq) was dissolved in dichloromethane (20 ml), and the mixture was cooled to 0° C. Then DIPEA (0.65 ml, 2.833 mmol, 2.5 eq), EDCI (0.34 g, 1.84 mmol, 1.2 eq) and HOBT (29 mg, 0.307 mmol, 0.2 eq) were added in succession and stirring was carried out for 15 min at RT. The reaction solution was cooled to 0° C. again, (3R)-3-amino-2,3-dihydro-1H-indene-5-carboxylic acid methyl ester hydrochloride (A-01) (0.34 g, 1.533 mmol, 1 eq), dis... Reaction conditions: temperature 0 celsius, time 15 minute. RXN SMILES: [N:1]1[N:5]2[CH:6]=[CH:7][CH:8]=[N:9][C:4]2=[C:3]([C:10]([OH:12])=O)[CH:2]=1.CCN(C(C)C)C(C)C.CCN=C=NCCCN(C)C.C1C=CC2N(O)N=NC=2C=1.Cl.[CH3:44][O:45][C:46]([C:48]1[CH:49]=[C:50]2[C:54](=[CH:55][CH:56]=1)[CH2:53][CH2:52][C@H:51]2[NH2:57])=[O:47]>ClCCl.C(OCC)(=O)C>[N:1]1[N:5]2[CH:6]=[CH:7][CH:8]=[N:9][C:4]2=[C:3]([C:10]([NH:57][C@H:51]2[C:50]3[C:54](=[CH:55][CH:56]=[C:48]([C:46]([O:45][CH3:44])=[O:47])[CH:49]=3)[CH2:53][CH2:52]2)=[O:12])[CH:2]=1 |f:4.5|. Product: N1=CC(=C2N1C=CC=N2)C(=O)N[C@@H]2CCC1=CC=C(C=C21)C(=O)OC ((R)-methyl 3-(pyrazolo[1,5-a]pyrimidine-3-carboxamido)-2,3-dihydro-1H-indene-5-carboxylate). Solvent: C(C)(=O)OCC (ethyl acetate), ClCCl (dichloromethane), ClCCl (dichloromethane). Reaction SMILES: [CH3:1][O:2][C:3]1[CH:11]=[CH:10][C:6]([C:7]([OH:9])=O)=[CH:5][CH:4]=1.[NH2:12][C:13]1[CH:22]=[CH:21][C:20]2[C:15](=[N:16][C:17]([O:23][C:24]3[CH:29]=[CH:28][C:27]([F:30])=[CH:26][CH:25]=3)=[CH:18][CH:19]=2)[N:14]=1.C(O)C>O>[F:30][C:27]1[CH:28]=[CH:29][C:24]([O:23][C:17]2[N:16]=[C:15]3[C:20]([CH:21]=[CH:22][C:13]([NH:12][C:7](=[O:9])[C:6]4[CH:5]=[CH:4][C:3]([O:2][CH3:1])=[CH:11][CH:10]=4)=[N:14]3)=[CH:19][CH:18]=2)=[CH:25][CH:26]=1. Reactants: COC1=CC=C(C(=O)O)C=C1 (4-methoxybenzoic acid), C(C)O (ethanol), N,N'-carbonyldiimidazole, NC1=NC2=NC(=CC=C2C=C1)OC1=CC=C(C=C1)F (2-amino-7-(4-fluorophenoxy)-1,8-naphthyridine). Reaction conditions: temperature 4 celsius. The solvent is O (water). Procedure: The procedure is similar to that described in Example 1, but starting with 4-methoxybenzoic acid (14.3 g), N,N'-carbonyldiimidazole (15.2 g) and 2-amino-7-(4-fluorophenoxy)-1,8-naphthyridine (15.2 g). The product produced by precipitation in water (22.6 g; m.p. approximately 70° C.) is dissolved in boiling ethanol (130 cc). After 3 hours' cooling at 4° C., the crystallised solid is separated by filtration, washed with ethanol (2×15 cc) and dried at 25° C. under reduced pressure (0.067 kPa). N-[7... Yields the product FC1=CC=C(OC2=CC=C3C=CC(=NC3=N2)NC(C2=CC=C(C=C2)OC)=O)C=C1 (N-[7-(4-fluorophenoxy)-1,8-naphthyridin-2-yl]-4-methoxybenzamide). The yield is 73.3%. The reactants are C(CCCCC)C1=CSC=C1 (3-hexylthiophen), [Li]CCCC (n-BuLi), C(CCC)[Sn](CCCC)(CCCC)Cl (tributyltin chloride). The solvent is C1CCOC1 (THF). Run at temperature -80 celsius, time 3 hour. The product is C(CCCCC)C1=C(SC(=C1)[Sn](CCCC)(CCCC)CCCC)[Sn](CCCC)(CCCC)CCCC (3-hexylthiophen-2,5-diyl-bis(tributylstannane)). The yield is 95.0%. As a reaction SMILES: [CH2:1]([C:7]1[CH:11]=[CH:10][S:9][CH:8]=1)[CH2:2][CH2:3][CH2:4][CH2:5][CH3:6].[Li][CH2:13][CH2:14][CH2:15][CH3:16].[CH2:17]([Sn:21](Cl)([CH2:26][CH2:27][CH2:28][CH3:29])[CH2:22][CH2:23][CH2:24][CH3:25])[CH2:18][CH2:19][CH3:20]>C1COCC1>[CH2:1]([C:7]1[CH:11]=[C:10]([Sn:21]([CH2:22][CH2:23][CH2:24][CH3:25])([CH2:17][CH2:18][CH2:19][CH3:20])[CH2:13][CH2:14][CH2:15][CH3:16])[S:9][C:8]=1[Sn:21]([CH2:26][CH2:27][CH2:28][CH3:29])([CH2:22][CH2:23][CH2:24][CH3:25])[CH2:17][CH2:18][CH2:19][CH3:20])[CH2:2][CH2:3][CH2:4][CH2:5][CH3:6]. Procedure details: The dried THF (100 mL) is added with the 3-hexylthiophen (1 g, 5.94 mmol), cooled at −80° C., and slowly added with n-BuLi (5.94 mL, 14.85 mmol, 2.5 M in hexane) by one drop for 60 minutes. The reaction mixture is agitated at −80° C. for 3 hours. The reaction mixture is slowly added with tributyltin chloride (4.56 mL, 14.85 mmol) by one drop for 30 minutes. After the reaction mixture is agitated at −80° C. for 30 minutes, the reaction mixture rises to room temperature and is additionally agitate...